This data is from the Open Reaction Database (ORD), a public repository of structured organic reaction records. The task is: describe an organic reaction: reactants, conditions, products, and yield The reactants are [Al+3], ClCCl, CC(=O)Cl, CCC(C(=O)OC)C1CCc2cc(OC)ccc21, [Cl-], [Cl-], [Cl-]. The product is CCC(C(=O)OC)C1CCc2cc(OC)c(C(C)=O)cc21. RXN SMILES: [Al+3:2].[CH2:27]([Cl:28])[Cl:29].[CH3:5][C:6]([Cl:7])=[O:8].[CH3:9][O:10][c:11]1[cH:12][c:13]2[c:17]([cH:18][cH:19]1)[CH:16]([CH:20]([C:21](=[O:22])[O:23][CH3:24])[CH2:25][CH3:26])[CH2:15][CH2:14]2.[Cl-:1].[Cl-:3].[Cl-:4]>>[CH3:5][C:6](=[O:8])[c:19]1[c:11]([O:10][CH3:9])[cH:12][c:13]2[c:17]([cH:18]1)[CH:16]([CH:20]([C:21](=[O:22])[O:23][CH3:24])[CH2:25][CH3:26])[CH2:15][CH2:14]2. The product is CC=1C=C(C=2C(=C(N=NC2)C2=CC(=C(C=C2)Cl)Cl)N1)Cl (2-Methyl-4-chloro-8-(3,4-dichlorophenyl)pyrido[2,3-d]pyridazine). As a reaction SMILES: [CH3:1][C:2]1[CH:3]=[C:4](O)[C:5]2[C:6]([N:19]=1)=[C:7]([C:11]1[CH:16]=[CH:15][C:14]([Cl:17])=[C:13]([Cl:18])[CH:12]=1)[N:8]=[N:9][CH:10]=2.[OH-].[Na+].P(Cl)(Cl)([Cl:25])=O>>[CH3:1][C:2]1[CH:3]=[C:4]([Cl:25])[C:5]2[C:6]([N:19]=1)=[C:7]([C:11]1[CH:16]=[CH:15][C:14]([Cl:17])=[C:13]([Cl:18])[CH:12]=1)[N:8]=[N:9][CH:10]=2 |f:1.2|. Reactants: CC=1C=C(C=2C(=C(N=NC2)C2=CC(=C(C=C2)Cl)Cl)N1)O (2-Methyl-4-hydroxy-8-(3,4-dichlorophenyl)pyrido[2,3-d]pyridazine), P(=O)(Cl)(Cl)Cl (phosphorous oxychloride), [OH-].[Na+] (NaOH). Procedure: Reflux a mixture of 2-methyl-4-hydroxy-8-(3,4-dichlorophenyl)pyrido[2,3-d]pyridazine (3) (4.5 g, 15 mmol) in phosphorous oxychloride (15 mL) for 2 hrs. Cool the reaction mixture, pour onto cracked ice and neutralize the solution with 1N NaOH. Extract the solution with ethyl acetate (2×100 mL) and wash the combined organic layers with brine. Dry the solution (Na2SO4) and evaporate in vacuo to obtain 4. Starting materials: CCCCCCCN(CCc1csc(SC(C)(C)C(=O)OC(C)(C)C)n1)c1ccc(Cl)cc1, ClCCl, O=C(O)C(F)(F)F. Product: CCCCCCCN(CCc1csc(SC(C)(C)C(=O)O)n1)c1ccc(Cl)cc1. RXN SMILES: [C:1]([CH3:2])([CH3:3])([CH3:4])[O:5][C:6]([C:7]([CH3:8])([CH3:9])[S:10][c:11]1[s:12][cH:13][c:14]([CH2:16][CH2:17][N:18]([CH2:19][CH2:20][CH2:21][CH2:22][CH2:23][CH2:24][CH3:25])[c:26]2[cH:27][cH:28][c:29]([Cl:32])[cH:30][cH:31]2)[n:15]1)=[O:33].[Cl:41][CH2:42][Cl:43].[OH:34][C:35]([C:36]([F:37])([F:38])[F:39])=[O:40]>>[O:5]=[C:6]([C:7]([CH3:8])([CH3:9])[S:10][c:11]1[s:12][cH:13][c:14]([CH2:16][CH2:17][N:18]([CH2:19][CH2:20][CH2:21][CH2:22][CH2:23][CH2:24][CH3:25])[c:26]2[cH:27][cH:28][c:29]([Cl:32])[cH:30][cH:31]2)[n:15]1)[OH:33]. Yields the product O=C(O)CC(O)(CC(=O)O)C(=O)O, Clc1ccc(C2=CCN(CCCCn3cncn3)CC2)cc1. The reactants are O=C(O)CC(O)(CC(=O)O)C(=O)O, CCO, Clc1ccc(C2=CCN(CCCCn3cncn3)CC2)cc1, O, O. Reaction SMILES: [C:2]([CH2:3][C:4]([OH:5])([C:6](=[O:7])[OH:8])[CH2:9][C:10](=[O:11])[OH:12])(=[O:13])[OH:14].[CH3:38][CH2:39][OH:40].[Cl:15][c:16]1[cH:17][cH:18][c:19]([C:22]2=[CH:27][CH2:26][N:25]([CH2:28][CH2:29][CH2:30][CH2:31][n:32]3[n:33][cH:34][n:35][cH:36]3)[CH2:24][CH2:23]2)[cH:20][cH:21]1.[OH2:1].[OH2:37]>>[C:2]([CH2:3][C:4]([OH:5])([C:6](=[O:7])[OH:8])[CH2:9][C:10](=[O:11])[OH:12])(=[O:13])[OH:14].[Cl:15][c:16]1[cH:17][cH:18][c:19]([C:22]2=[CH:23][CH2:24][N:25]([CH2:28][CH2:29][CH2:30][CH2:31][n:32]3[n:33][cH:34][n:35][cH:36]3)[CH2:26][CH2:27]2)[cH:20][cH:21]1. Reactants: BrC=1C=CC2=C(NC(CO2)=O)C1 (6-bromo-2H-1,4-benzoxazin-3(4H)-one), [H-].[Li+] (lithium hydride), ClCOCC1=CC=CC=C1 (benzyl chloromethyl ether), [H-].[Li+] (lithium hydride), ClCOCC1=CC=CC=C1 (benzyl chloromethyl ether). Solvent: CN(C=O)C (N,N-dimethylformamide). Run at time 10 minute. Product: C(C1=CC=CC=C1)OCN1C(COC2=C1C=C(C=C2)Br)=O (4-[(Benzyloxy)methyl]-6-bromo-2H-1,4-benzoxazin-3(4H)-one). Yield: 90.7%. RXN SMILES: [Br:1][C:2]1[CH:3]=[CH:4][C:5]2[O:10][CH2:9][C:8](=[O:11])[NH:7][C:6]=2[CH:12]=1.[H-].[Li+].Cl[CH2:16][O:17][CH2:18][C:19]1[CH:24]=[CH:23][CH:22]=[CH:21][CH:20]=1>CN(C)C=O>[CH2:18]([O:17][CH2:16][N:7]1[C:6]2[CH:12]=[C:2]([Br:1])[CH:3]=[CH:4][C:5]=2[O:10][CH2:9][C:8]1=[O:11])[C:19]1[CH:24]=[CH:23][CH:22]=[CH:21][CH:20]=1 |f:1.2|. Procedure: In N,N-dimethylformamide (4 ml) was dissolved 6-bromo-2H-1,4-benzoxazin-3(4H)-one (200 mg, 0.88 mmol). The solution was cooled in an ice bath, the reaction vessel was charged with nitrogen gas, lithium hydride (purity 90%, 11.7 mg, 1.32 mmol) was then added thereto and the mixture was stirred at room temperature for 10 minutes. Thereafter, benzyl chloromethyl ether (0.20 ml, 1.44 mmol) was added dropwise to the reaction solution at the same temperature and the mixture was stirred at the same tem... The reactants are CC(C)(C)OC(=O)N(C(=O)OC(C)(C)C)c1ncc(Br)nc1-c1nnc(-c2ccccc2)o1, CC(C)(C)OC(=O)N1CCC2(CCNC2)C1, CCOC(C)=O, CCN(C(C)C)C(C)C, CN(C)C=O. Product: CC(C)(C)OC(=O)N1CCC2(CCN(c3cnc(N(C(=O)OC(C)(C)C)C(=O)OC(C)(C)C)c(-c4nnc(-c5ccccc5)o4)n3)C2)C1. Reaction SMILES: [Br:1][c:2]1[n:3][c:4](-[c:23]2[o:24][c:25](-[c:28]3[cH:29][cH:30][cH:31][cH:32][cH:33]3)[n:26][n:27]2)[c:5]([N:8]([C:9]([O:10][C:11]([CH3:12])([CH3:13])[CH3:14])=[O:15])[C:16](=[O:17])[O:18][C:19]([CH3:20])([CH3:21])[CH3:22])[n:6][cH:7]1.[CH2:34]1[CH2:35][N:36]([C:43](=[O:44])[O:45][C:46]([CH3:47])([CH3:48])[CH3:49])[CH2:37][C:38]12[CH2:39][NH:40][CH2:41][CH2:42]2.[CH3:64][CH2:65][O:66][C:67]([CH3:68])=[O:69].[CH:50]([N:51]([CH2:52][CH3:53])[CH:54]([CH3:55])[CH3:56])([CH3:57])[CH3:58].[O:59]=[CH:60][N:61]([CH3:62])[CH3:63]>>[c:2]1([N:40]2[CH2:39][C:38]3([CH2:34][CH2:35][N:36]([C:43](=[O:44])[O:45][C:46]([CH3:47])([CH3:48])[CH3:49])[CH2:37]3)[CH2:42][CH2:41]2)[n:3][c:4](-[c:23]2[o:24][c:25](-[c:28]3[cH:29][cH:30][cH:31][cH:32][cH:33]3)[n:26][n:27]2)[c:5]([N:8]([C:9]([O:10][C:11]([CH3:12])([CH3:13])[CH3:14])=[O:15])[C:16](=[O:17])[O:18][C:19]([CH3:20])([CH3:21])[CH3:22])[n:6][cH:7]1. Reaction SMILES: [Cl:1][C:2]1[CH:13]=[C:12]([F:14])[C:11]([N:15]2[C:20](=[O:21])[C:19]([F:22])=[C:18]([C:23]([F:26])([F:25])[F:24])[N:17]=[C:16]2Cl)=[CH:10][C:3]=1[C:4]([O:6][CH:7]([CH3:9])[CH3:8])=[O:5]>N1C=CC=CC=1>[Cl:1][C:2]1[CH:13]=[C:12]([F:14])[C:11]([N:15]2[C:20](=[O:21])[C:19]([F:22])=[C:18]([C:23]([F:26])([F:25])[F:24])[N:17]=[C:16]2[O:5][CH2:4][C:3]#[CH:2])=[CH:10][C:3]=1[C:4]([O:6][CH:7]([CH3:9])[CH3:8])=[O:5]. The reactants are ClC1=C(C(=O)OC(C)C)C=C(C(=C1)F)N1C(=NC(=C(C1=O)F)C(F)(F)F)Cl (isopropyl 2-chloro-5-[2-chloro-5-fluoro-6-oxo-4-trifluoromethyl-1(6H)-pyrimidinyl]-4-fluorobenzoate), alcohol. Product: ClC1=C(C(=O)OC(C)C)C=C(C(=C1)F)N1C(=NC(=C(C1=O)F)C(F)(F)F)OCC#C (isopropyl 2-chloro-4-fluoro-5-[5-fluoro-6-oxo-2-(2-propynyloxy)-4-trifluoromethyl-1(6H)-pyrimidinyl]-benzoate). Reported procedure: using isopropyl 2-chloro-5-[2-chloro-5-fluoro-6-oxo-4-trifluoromethyl-1(6H)-pyrimidinyl]-4-fluorobenzoate and propargy alcohol with pyridine there is obtained isopropyl 2-chloro-4-fluoro-5-[5-fluoro-6-oxo-2-(2-propynyloxy)-4-trifluoromethyl-1(6H)-pyrimidinyl]-benzoate, 1H-NMR (CDCl3, 400 MHz): 7.85 ppm (d,1H), 7.43 ppm (d,1H), 5.27 ppm (m,1H), 5.01 ppm (d,2H), 2.54 ppm (t,1H), 1.39 ppm (d,3H), 1.38 ppm (d,3H); The solvent is N1=CC=CC=C1 (pyridine).